Dataset: the Open Reaction Database (ORD), a public repository of structured organic reaction records. Task: describe an organic reaction: reactants, conditions, products, and yield The reactants are FC1=CC=C(OC2=CC=C(N)C=C2)C=C1 (4-(4-fluorophenoxy)aniline), C(CCC)=O (butyraldehyde), [BH-](OC(=O)C)(OC(=O)C)OC(=O)C.[Na+] (Na(OAc)3BH). Solvent: ClCCCl (DCE). Run at time 1 hour. The product is C(CCC)NC1=CC=C(C=C1)OC1=CC=C(C=C1)F (N-Butyl-4-(4-fluorophenoxy)aniline). The yield is 62.7%. RXN SMILES: [F:1][C:2]1[CH:15]=[CH:14][C:5]([O:6][C:7]2[CH:13]=[CH:12][C:10]([NH2:11])=[CH:9][CH:8]=2)=[CH:4][CH:3]=1.[CH:16](=O)[CH2:17][CH2:18][CH3:19].[BH-](OC(C)=O)(OC(C)=O)OC(C)=O.[Na+]>ClCCCl>[CH2:16]([NH:11][C:10]1[CH:12]=[CH:13][C:7]([O:6][C:5]2[CH:14]=[CH:15][C:2]([F:1])=[CH:3][CH:4]=2)=[CH:8][CH:9]=1)[CH2:17][CH2:18][CH3:19] |f:2.3|. Procedure details: To a solution of 4-(4-fluorophenoxy)aniline (Apollo, 500 mg, 2.46 mmol) and butyraldehyde (240 μL, 2.71 mmol) in DCE (5.0 mL) were added 4 Å molecular sieves. The resulting reaction mixture was stirred at room temperature for 1 h. Next, Na(OAc)3BH (782 mg, 3.69 mmol) was added, and the reaction mixture was stirred at room temperature overnight. Concentration in vacuo afforded a crude residue which was purified by flash column chromatography (10% EtOAc/hexanes) to give the title compound (400 mg,... The solvent is O (water). As a reaction SMILES: C(O)(=O)C.[NH2:5][C:6]1[N:11]([CH3:12])[C:10](=[O:13])[NH:9][C:8](=[O:14])[CH:7]=1.[N:15]([O-])=O.[Na+]>O>[NH2:15][C:7]1[C:8](=[O:14])[NH:9][C:10](=[O:13])[N:11]([CH3:12])[C:6]=1[NH2:5] |f:2.3|. Procedure: Glacial acetic acid (4.5 ml 75 mmol) was added to a suspension of 6-amino-1-methyluracil (5.66 g, 50 mmol) in hot water (100 ml). Sodium nitrite (4.14 g) was added in portions and the reaction mixture was stirred for 1 hour. The resulting solid was collected by filtration, washed with water (75 ml) and resuspended in water (100 ml). After warming to 50° C., sodium dithionite (10 g) was added in portions maintaining the reaction temperature between 50° C. and 55° C. After stirring at 50° C. for a... Product: NC=1C(NC(N(C1N)C)=O)=O (5,6-Diamino-1-methyluracil). Run at temperature 50 celsius, time 1 hour. Starting materials: C(C)(=O)O (acetic acid), NC1=CC(NC(N1C)=O)=O (6-amino-1-methyluracil), N(=O)[O-].[Na+] (Sodium nitrite).